This data is from the Open Reaction Database (ORD), a public repository of structured organic reaction records. The task is: describe an organic reaction: reactants, conditions, products, and yield Procedure details: To a solution of tert-butyl (4-chloro-2-methylphenyl)carbamate (338 mg) in tetrahydrofuran (6 mL) was added dropwise sec-butyllithium (1.04 mol/L hexane-cyclohexane solution, 2.69 mL) at −70° C. under an argon atmosphere. The mixture was warmed to −40° C. and then stirred for 10 minutes. Then a solution of N-methoxy-N,2-dimethylbutanamide (203 mg) in tetrahydrofuran (0.5 mL) was added dropwise, and the mixture was stirred at −40° C. for 40 minutes. The mixture was stirred at room temperature for... As a reaction SMILES: [Cl:1][C:2]1[CH:7]=[CH:6][C:5]([NH:8][C:9](=O)OC(C)(C)C)=[C:4]([CH3:16])[CH:3]=1.[CH:17]([Li])([CH2:19][CH3:20])[CH3:18].CON(C)C(=O)C(C)CC.Cl>O1CCCC1>[Cl:1][C:2]1[CH:3]=[C:4]2[C:5](=[CH:6][CH:7]=1)[NH:8][C:9]([CH:17]([CH3:18])[CH2:19][CH3:20])=[CH:16]2. The solvent is O1CCCC1 (tetrahydrofuran), O1CCCC1 (tetrahydrofuran). Conditions: temperature -40 celsius, time 10 minute. The reactants are ClC1=CC(=C(C=C1)NC(OC(C)(C)C)=O)C (tert-butyl (4-chloro-2-methylphenyl)carbamate), C(C)(CC)[Li] (sec-butyllithium), CON(C(C(CC)C)=O)C (N-methoxy-N,2-dimethylbutanamide), Cl (Hydrochloric acid). The product is ClC=1C=C2C=C(NC2=CC1)C(CC)C (5-Chloro-2-(1-methylpropyl)indole). Starting materials: C(C1=CC=CC=C1)[C@](NC(=O)OC(C)(C)C)(CCC(=O)NC(C(=O)OC)C1=CC=C(C=C1)CC(=O)OC)C(=O)O (methyl (2RS)-2-{N-[α-benzyl-N-(tert-butoxycarbonyl)-L-γ-glutamyl]amino}-2-[p-(methoxycarbonylmethyl)phenyl]acetate), C(=O)(C(F)(F)F)O (TFA), O (water). The solvent is ClCCl (dichloromethane). Reaction conditions: time 1 hour. Product: C(C1=CC=CC=C1)[C@](N)(CCC(=O)NC(C(=O)OC)C1=CC=C(C=C1)CC(=O)OC)C(=O)O (methyl (2RS)-2-[N-(α-benzyl-L-γ-glutamyl)-amino]-2-[p-(methoxycarbonylmethyl)phenyl]acetate). The yield is 127.8%. Reaction SMILES: [CH2:1]([C@@:8]([C:38]([OH:40])=[O:39])([CH2:17][CH2:18][C:19]([NH:21][CH:22]([C:27]1[CH:32]=[CH:31][C:30]([CH2:33][C:34]([O:36][CH3:37])=[O:35])=[CH:29][CH:28]=1)[C:23]([O:25][CH3:26])=[O:24])=[O:20])[NH:9]C(OC(C)(C)C)=O)[C:2]1[CH:7]=[CH:6][CH:5]=[CH:4][CH:3]=1.C(O)(C(F)(F)F)=O.O>ClCCl>[CH2:1]([C@@:8]([C:38]([OH:40])=[O:39])([CH2:17][CH2:18][C:19]([NH:21][CH:22]([C:27]1[CH:28]=[CH:29][C:30]([CH2:33][C:34]([O:36][CH3:37])=[O:35])=[CH:31][CH:32]=1)[C:23]([O:25][CH3:26])=[O:24])=[O:20])[NH2:9])[C:2]1[CH:3]=[CH:4][CH:5]=[CH:6][CH:7]=1. Procedure: To a solution of methyl (2RS)-2-{N-[α-benzyl-N-(tert-butoxycarbonyl)-L-γ-glutamyl]amino}-2-[p-(methoxycarbonylmethyl)phenyl]acetate (1.35 g, 2.4 mmol) in 5 ml of dichloromethane was added 5 ml of TFA and 0.5 ml of water. After stirring for 1 hour at room temperature the solution was evaporated to dryness and the resulting solid was azeotroped with toluene to give methyl (2RS)-2-[N-(α-benzyl-L-γ-glutamyl)-amino]-2-[p-(methoxycarbonylmethyl)phenyl]acetate (1.4 g) as a gummy solid; The reactants are CCO, Cl, [Fe], CS(=O)(=O)c1ccccc1S(=O)(=O)Nc1ccc2[nH]nc(-c3cccc([N+](=O)[O-])c3)c2c1, O. Yields the product CS(=O)(=O)c1ccccc1S(=O)(=O)Nc1ccc2[nH]nc(-c3cccc(N)c3)c2c1. As a reaction SMILES: [CH3:33][CH2:34][OH:35].[ClH:36].[Fe:37].[N+:1]([O-:2])(=[O:3])[c:4]1[cH:5][c:6](-[c:10]2[n:11][nH:12][c:13]3[cH:14][cH:15][c:16]([NH:19][S:20](=[O:21])(=[O:22])[c:23]4[c:24]([S:29](=[O:30])(=[O:31])[CH3:32])[cH:25][cH:26][cH:27][cH:28]4)[cH:17][c:18]23)[cH:7][cH:8][cH:9]1.[OH2:38]>>[NH2:1][c:4]1[cH:5][c:6](-[c:10]2[n:11][nH:12][c:13]3[cH:14][cH:15][c:16]([NH:19][S:20](=[O:21])(=[O:22])[c:23]4[c:24]([S:29](=[O:30])(=[O:31])[CH3:32])[cH:25][cH:26][cH:27][cH:28]4)[cH:17][c:18]23)[cH:7][cH:8][cH:9]1. Starting materials: Cl (HCl), C(CC(=O)OCC)(=O)OCC (Diethyl malonate), [Na] (sodium), COCC1=CC=C(C=C1)CCBr (1-(methoxymethyl)-4-(2-bromoethyl)benzene). Solvent: CO (methanol). Yields the product C(C)OC(=O)C(CCC1=CC=C(C=C1)COC)C(=O)OCC (1-[3,3-di(ethoxycarbonyl)propyl]-4-methoxymethylbenzene). RXN SMILES: [C:1]([O:9][CH2:10][CH3:11])(=[O:8])[CH2:2][C:3]([O:5][CH2:6][CH3:7])=[O:4].[Na].[CH3:13][O:14][CH2:15][C:16]1[CH:21]=[CH:20][C:19]([CH2:22][CH2:23]Br)=[CH:18][CH:17]=1.Cl>CO>[CH2:10]([O:9][C:1]([CH:2]([C:3]([O:5][CH2:6][CH3:7])=[O:4])[CH2:23][CH2:22][C:19]1[CH:20]=[CH:21][C:16]([CH2:15][O:14][CH3:13])=[CH:17][CH:18]=1)=[O:8])[CH3:11] |^1:11|. Reported procedure: Diethyl malonate (0.32 g) is added to a solution of 0.05 g sodium in 10 mL of methanol. The 1-(methoxymethyl)-4-(2-bromoethyl)benzene (13) (0.5 g) is then added and allowed to react for 8 h. The solution is neutralized with methanolic HCl and is extracted with ether. The ether extract is dried over Na2SO4, and evaporated to yield 1-[3,3-di(ethoxycarbonyl)propyl]-4-methoxymethylbenzene (14). The methyl group is removed by treatment with aqueous HBr in acetic acid, followed by neutralization with ... Solvent: O (water), ClCCCl (DCE). Reactants: ClC=1C=C(C(=C(C(=O)OC)C1)CC)NC1CCOCC1 (methyl 5-chloro-2-ethyl-3-[(oxan-4-yl)amino]benzoate), C(C)=O (acetaldehyde), C(C)(=O)O[BH-](OC(C)=O)OC(C)=O.[Na+] (sodium triacetoxyborohydride), C(=O)(O)[O-].[Na+] (NaHCO3), C(C)=O (acetaldehyde), C(C)(=O)O (acetic acid), C(C)(=O)O[BH-](OC(C)=O)OC(C)=O.[Na+] (sodium triacetoxyborohydride). Procedure: To a solution of methyl 5-chloro-2-ethyl-3-[(oxan-4-yl)amino]benzoate (350 mg, 1.18 mmol) in DCE (10 ml) at room temperature and under nitrogen was added acetaldehyde (0.66 ml, 11.75 mmol) followed by acetic acid (0.4 ml, 7.05 mmol). This solution was stirred for 5 minutes before the addition of sodium triacetoxyborohydride (2.49 g, 11.75 mmol) at room temperature. After stirring for 23 h further acetaldehyde (0.66 ml, 11.75 mmol) was added followed sodium triacetoxyborohydride (2.49 g, 11.75 mm... Yield: 86.2%. As a reaction SMILES: [Cl:1][C:2]1[CH:3]=[C:4]([NH:14][CH:15]2[CH2:20][CH2:19][O:18][CH2:17][CH2:16]2)[C:5]([CH2:12][CH3:13])=[C:6]([CH:11]=1)[C:7]([O:9]C)=[O:8].[CH:21](=O)[CH3:22].C(O)(=O)C.C(O[BH-](OC(=O)C)OC(=O)C)(=O)C.[Na+].C([O-])(O)=O.[Na+]>ClCCCl.O>[Cl:1][C:2]1[CH:3]=[C:4]([N:14]([CH2:21][CH3:22])[CH:15]2[CH2:20][CH2:19][O:18][CH2:17][CH2:16]2)[C:5]([CH2:12][CH3:13])=[C:6]([CH:11]=1)[C:7]([OH:9])=[O:8] |f:3.4,5.6|. The product is ClC=1C=C(C(=C(C(=O)O)C1)CC)N(C1CCOCC1)CC (5-chloro-2-ethyl-3-[ethyl(oxan-4-yl)amino]benzoic Acid). Isolated yield 67.3%. The reactants are NC(CC(=O)O)CS(=O)(=O)C1=CC=CC=C1 (3-Amino-4-phenylsulfonyl butanoic acid), CN1CCOCC1 (N-methylmorpholine), ClC(=O)OCC(C)C (isobutyl chloroformate), Cl.NN=CC1=CC=C(C=C1)NC(CCC(=O)O)=O (4-[[4-(aminoiminomethyl)phenyl]amino]-4-oxobutanoic acid hydrochloride), CN(C)C1=NC=CC=C1 (dimethylaminopyridine). Reported procedure: 4-[[4-(aminoiminomethyl)phenyl]amino]-4-oxobutanoic acid hydrochloride prepared in Example 1, Step 1(3.0 g, 11.3 mmol) was added to dry DMF (200 ml) followed by N-methylmorpholine (1.2 g, 11.3 mmol) and isobutyl chloroformate (1.5 g, 17 mmol) at 25° C. The mixture was stirred for 5 min. 3-Amino-4-phenylsulfonyl butanoic acid (4.0 g, 11.3 mmol) was added followed by triethylamine (2.7 g) and dimethylaminopyridine. After 1 hr, the solvent was removed under reduced pressure and the solid mass was d... Solvent: CN(C)C=O (DMF), C(C)N(CC)CC (triethylamine). Reaction SMILES: Cl.[NH2:2][N:3]=[CH:4][C:5]1[CH:10]=[CH:9][C:8]([NH:11][C:12](=[O:18])[CH2:13][CH2:14][C:15]([OH:17])=O)=[CH:7][CH:6]=1.CN1CCOCC1.ClC(OCC(C)C)=O.[NH2:34][CH:35]([CH2:40][S:41]([C:44]1[CH:49]=[CH:48][CH:47]=[CH:46][CH:45]=1)(=[O:43])=[O:42])[CH2:36][C:37]([OH:39])=[O:38].CN(C1C=CC=CN=1)C>C(N(CC)CC)C.CN(C=O)C>[NH2:2][N:3]=[CH:4][C:5]1[CH:6]=[CH:7][C:8]([NH:11][C:12](=[O:18])[CH2:13][CH2:14][C:15]([NH:34][CH:35]([CH2:40][S:41]([C:44]2[CH:49]=[CH:48][CH:47]=[CH:46][CH:45]=2)(=[O:43])=[O:42])[CH2:36][C:37]([OH:39])=[O:38])=[O:17])=[CH:9][CH:10]=1 |f:0.1|. Product: NN=CC1=CC=C(C=C1)NC(CCC(=O)NC(CC(=O)O)CS(=O)(=O)C1=CC=CC=C1)=O (3-[[4-[[4-(aminoiminomethyl)phenyl]amino]-1,4-dioxobutyl]amino]-4-phenylsulfonyl butanoic acid). Reaction conditions: time 5 minute. Starting materials: N1C=CC2=C(C=CC=C12)C(=O)C1=CC=C(C=C1)OCC1OC1 ((1H-indol-4-yl)-[4-[(2-oxiranyl)-methoxy]-phenyl]-methanone), C(C)(C)(C)N (tert-butylamine). Solvent: C(C)O (ethanol). Yields the product CC(C)(C)NCC(COC1=CC=C(C=C1)C(=O)C1=C2C=CNC2=CC=C1)O ([4-[3-[(1,1-dimethyl ethyl)-amino]-2-hydroxy propoxy]-phenyl]-(1H-indol-4-yl)-methanone). Reaction SMILES: [NH:1]1[C:9]2[C:4](=[C:5]([C:10]([C:12]3[CH:17]=[CH:16][C:15]([O:18][CH2:19][CH:20]4[CH2:22][O:21]4)=[CH:14][CH:13]=3)=[O:11])[CH:6]=[CH:7][CH:8]=2)[CH:3]=[CH:2]1.[C:23]([NH2:27])([CH3:26])([CH3:25])[CH3:24]>C(O)C>[CH3:24][C:23]([NH:27][CH2:22][CH:20]([OH:21])[CH2:19][O:18][C:15]1[CH:14]=[CH:13][C:12]([C:10]([C:5]2[CH:6]=[CH:7][CH:8]=[C:9]3[C:4]=2[CH:3]=[CH:2][NH:1]3)=[O:11])=[CH:17][CH:16]=1)([CH3:26])[CH3:25]. Procedure: A solution of 4.65 g of the product of Step A, 100 ml of ethanol and 9.94 ml of tert-butylamine was stirred at reflux for 2 hours and the solution was distilled to dryness. The 6.83 g of residue were chromatographed on silica (eluant: ethyl acetate triethylamine (9-1)) to obtain 4.77 g of the desired product. The reactants are BrC=1C=C(C=NC1)OS(=O)(=O)N1CCN(CC1)C (4-Methyl-piperazine-1-sulfonic acid 5-bromo-pyridin-3-yl ester), CN1C(=CC2=CC=CC=C12)B(O)O (N-methyl-indoleboronic acid). Yields the product CN1C(=CC2=CC=CC=C12)C=1C=C(C=NC1)OS(=O)(=O)N1CCN(CC1)C (4-Methyl-piperazine-1-sulfonic acid 5-(1-methyl-1H-indol-2-yl)-pyridin-3-yl ester). Reaction SMILES: Br[C:2]1[CH:3]=[C:4]([O:8][S:9]([N:12]2[CH2:17][CH2:16][N:15]([CH3:18])[CH2:14][CH2:13]2)(=[O:11])=[O:10])[CH:5]=[N:6][CH:7]=1.[CH3:19][N:20]1[C:28]2[C:23](=[CH:24][CH:25]=[CH:26][CH:27]=2)[CH:22]=[C:21]1B(O)O>>[CH3:19][N:20]1[C:28]2[C:23](=[CH:24][CH:25]=[CH:26][CH:27]=2)[CH:22]=[C:21]1[C:2]1[CH:3]=[C:4]([O:8][S:9]([N:12]2[CH2:17][CH2:16][N:15]([CH3:18])[CH2:14][CH2:13]2)(=[O:11])=[O:10])[CH:5]=[N:6][CH:7]=1. Procedure: 4-Methyl-piperazine-1-sulfonic acid 5-bromo-pyridin-3-yl ester and N-methyl-indoleboronic acid are processed according to the method described in Example 100 to give 4-Methyl-piperazine-1-sulfonic acid 5-(1-methyl-1H-indol-2-yl)-pyridin-3-yl ester. MS (ESI) m/z 387.1 (M+H)+. Reactants: BrB(Br)Br, COc1cccc(C(=O)c2nn(C3CCCC3)c3c(C(F)(F)F)cccc23)c1, ClCCl. The product is O=C(c1cccc(O)c1)c1nn(C2CCCC2)c2c(C(F)(F)F)cccc12. Reaction SMILES: [B:29]([Br:30])([Br:31])[Br:32].[CH:1]1([n:6]2[n:7][c:8]([C:19](=[O:20])[c:21]3[cH:22][c:23]([O:27][CH3:28])[cH:24][cH:25][cH:26]3)[c:9]3[cH:10][cH:11][cH:12][c:13]([C:15]([F:16])([F:17])[F:18])[c:14]23)[CH2:2][CH2:3][CH2:4][CH2:5]1.[Cl:33][CH2:34][Cl:35]>>[CH:1]1([n:6]2[n:7][c:8]([C:19](=[O:20])[c:21]3[cH:22][c:23]([OH:27])[cH:24][cH:25][cH:26]3)[c:9]3[cH:10][cH:11][cH:12][c:13]([C:15]([F:16])([F:17])[F:18])[c:14]23)[CH2:2][CH2:3][CH2:4][CH2:5]1.